Dataset: the Open Reaction Database (ORD), a public repository of structured organic reaction records. Task: describe an organic reaction: reactants, conditions, products, and yield The reactants are N1=CC(=CC=C1)CCCO (3-(3-pyridyl)propanol), P(=O)(Cl)(Cl)Cl (phosphorus oxychloride), Cl (hydrochloride). The solvent is C(C)(=O)OCC (ethyl acetate), [OH-].[Na+] (sodium hydroxide). The product is Cl.N1=CC(=CC=C1)CCCCl (3-(3-Pyridyl)propyl chloride hydrochloride). As a reaction SMILES: [N:1]1[CH:6]=[CH:5][CH:4]=[C:3]([CH2:7][CH2:8][CH2:9]O)[CH:2]=1.P(Cl)(Cl)([Cl:13])=O.[ClH:16]>C(OCC)(=O)C.[OH-].[Na+]>[ClH:13].[N:1]1[CH:6]=[CH:5][CH:4]=[C:3]([CH2:7][CH2:8][CH2:9][Cl:16])[CH:2]=1 |f:4.5,6.7|. Procedure details: 3-(3-Pyridyl)propyl chloride hydrochloride was prepared in quantitative yield by reacting 3-(3-pyridyl)propanol with phosphorus oxychloride in ethyl acetate at reflux temperature. The free base was generated by dissolving the hydrochloride in a 10% sodium hydroxide solution and extracting with an organic solvent (toluene or ether). Conditions: temperature 70 celsius, time 4 hour. RXN SMILES: C1(C)C=CC(S(O[CH2:11][C@@H:12]2[CH2:16][C@@H:15]([O:17][S:18]([CH3:21])(=[O:20])=[O:19])[CH2:14][N:13]2[C:22]([O:24][CH2:25][C:26]2[CH:31]=[CH:30][C:29]([O:32][CH3:33])=[CH:28][CH:27]=2)=[O:23])(=O)=O)=CC=1.[C:35]1(=[O:45])[NH:39][C:38](=[O:40])[C:37]2=[CH:41][CH:42]=[CH:43][CH:44]=[C:36]12.[K]>CN(C)C=O>[CH3:33][O:32][C:29]1[CH:30]=[CH:31][C:26]([CH2:25][O:24][C:22]([N:13]2[CH2:14][C@H:15]([O:17][S:18]([CH3:21])(=[O:20])=[O:19])[CH2:16][C@H:12]2[CH2:11][N:39]2[C:38](=[O:40])[C:37]3=[CH:41][CH:42]=[CH:43][CH:44]=[C:36]3[C:35]2=[O:45])=[O:23])=[CH:27][CH:28]=1 |f:1.2,^1:45|. Procedure: To a solution of (2S,4R)-1-p-methoxybenzyloxycarbonyl-4-methanesulfonyloxypyrrolidine-2-methanol p-toluenesulfonate (6.35 g: 12.27 mmole) in dimethylformamide (60 ml), potassium phthalimide (2.7 g) is added. The mixture is stirred at 70° C. for 4 hours. The reaction mixture is poured into ice water and extracted with ethyl acetate. The extract is successively washed with water and brine, dried over magnesium sulfate, and concentrated in vacuo. The residue is purified by silica gel column chromat... Isolated yield 77.6%. Starting materials: C1(=CC=C(C=C1)S(=O)(=O)OC[C@H]1N(C[C@@H](C1)OS(=O)(=O)C)C(=O)OCC1=CC=C(C=C1)OC)C ((2S,4R)-1-p-methoxybenzyloxycarbonyl-4-methanesulfonyloxypyrrolidine-2-methanol p-toluenesulfonate), C1(C=2C(C(N1)=O)=CC=CC2)=O.[K] (potassium phthalimide), ice water. Run in CN(C=O)C (dimethylformamide). The product is COC1=CC=C(COC(=O)N2[C@@H](C[C@H](C2)OS(=O)(=O)C)CN2C(C=3C(C2=O)=CC=CC3)=O)C=C1 ((2S,4R)-1-p-methoxybenzyloxycarbonyl-4-methanesulfonyloxy-2-phthalimidomethylpyrrolidine). Starting materials: O=C([O-])[O-], C=CC(=O)OC, CC(=O)[O-], CC(=O)[O-], CCCC[N+](CCCC)(CCCC)CCCC, [Cl-], CC1(C)CCC(C)(C)c2cc(C(=O)c3cccc(I)c3)ccc21, [K+], [K+], CN(C)C=O, O, [Pd+2]. The product is COC(=O)C=Cc1cccc(C(=O)c2ccc3c(c2)C(C)(C)CCC3(C)C)c1. RXN SMILES: [C:24](=[O:25])([O-:26])[O-:27].[C:30]([CH:31]=[CH2:32])(=[O:33])[O:34][CH3:35].[C:60]([O-:61])(=[O:62])[CH3:63].[C:65]([O-:66])(=[O:67])[CH3:68].[CH3:43][CH2:44][CH2:45][CH2:46][N+:47]([CH2:48][CH2:49][CH2:50][CH3:51])([CH2:52][CH2:53][CH2:54][CH3:55])[CH2:56][CH2:57][CH2:58][CH3:59].[Cl-:42].[I:1][c:2]1[cH:3][c:4]([C:8](=[O:9])[c:10]2[cH:11][c:12]3[c:17]([cH:18][cH:19]2)[C:16]([CH3:20])([CH3:21])[CH2:15][CH2:14][C:13]3([CH3:22])[CH3:23])[cH:5][cH:6][cH:7]1.[K+:28].[K+:29].[O:37]=[CH:38][N:39]([CH3:40])[CH3:41].[OH2:36].[Pd+2:64]>>[c:2]1([CH:32]=[CH:31][C:30](=[O:33])[O:34][CH3:35])[cH:3][c:4]([C:8](=[O:9])[c:10]2[cH:11][c:12]3[c:17]([cH:18][cH:19]2)[C:16]([CH3:20])([CH3:21])[CH2:15][CH2:14][C:13]3([CH3:22])[CH3:23])[cH:5][cH:6][cH:7]1. Reactants: BrN1C(CCC1=O)=O (N-bromosuccinimide), α, α'-azoisobutyronitrile, C(C1=CC=CC=C1)(=O)OOC(C1=CC=CC=C1)=O (dibenzoyl peroxide), C(C)(=O)OC=1C=C(C=CC1C(C)(C)C)C (3-acetoxy-4-tert-butyltoluene). Solvent: C(Cl)(Cl)(Cl)Cl (CCl4). Yields the product C(C)(=O)OC=1C=C(CBr)C=CC1C(C)(C)C (3-Acetoxy-4-tert-butyl-benzyl bromide). RXN SMILES: [Br:1]N1C(=O)CCC1=O.C(OOC(=O)C1C=CC=CC=1)(=O)C1C=CC=CC=1.[C:27]([O:30][C:31]1[CH:32]=[C:33]([CH3:41])[CH:34]=[CH:35][C:36]=1[C:37]([CH3:40])([CH3:39])[CH3:38])(=[O:29])[CH3:28]>C(Cl)(Cl)(Cl)Cl>[C:27]([O:30][C:31]1[CH:32]=[C:33]([CH:34]=[CH:35][C:36]=1[C:37]([CH3:40])([CH3:39])[CH3:38])[CH2:41][Br:1])(=[O:29])[CH3:28]. Reported procedure: 16.4 g of N-bromosuccinimide, 1 g of α, α'-azoisobutyronitrile and 1 g of dibenzoyl peroxide are added in succession to a solution, stirred at 70° C., of 19 g of 3-acetoxy-4-tert-butyltoluene in 900 ml of CCl4. The reaction mixture is stirred under reflux for 31/2 hours under UV irradiation and is filtered, and the filtrate is concentrated by evaporation. The title compound is obtained from the residue by means of FC (900 g of silica gel, hexane/ethyl acetate=95:5): Rf (hexane/ethyl acetate=95:5... Reactants: C1(=CC=CC=C1)C1=C2C=CC=CC2=C(C2=CC=CC=C12)B(O)O (10-phenylanthracene-9-boronic acid), BrC1=CC=C(C=C1)Br (p-dibromobenzene), tetrakis triphenylphosphine palladium, C([O-])([O-])=O.[Na+].[Na+] (sodium carbonate). Run in C1(=CC=CC=C1)C (toluene), C(C)O (ethanol). Yields the product C1(=CC=CC=C1)C=1C2=CC=CC=C2C(=C2C=CC=CC12)C1=CC=C(C=C1)Br (9-phenyl-10-(4-bromophenyl)anthracene). The yield is 43.8%. Reaction SMILES: [C:1]1([C:7]2[C:20]3[C:15](=[CH:16][CH:17]=[CH:18][CH:19]=3)[C:14](B(O)O)=[C:13]3[C:8]=2[CH:9]=[CH:10][CH:11]=[CH:12]3)[CH:6]=[CH:5][CH:4]=[CH:3][CH:2]=1.[Br:24][C:25]1[CH:30]=[CH:29][C:28](Br)=[CH:27][CH:26]=1.C(=O)([O-])[O-].[Na+].[Na+]>C1(C)C=CC=CC=1.C(O)C>[C:1]1([C:7]2[C:20]3[C:15]([C:14]([C:28]4[CH:29]=[CH:30][C:25]([Br:24])=[CH:26][CH:27]=4)=[C:13]4[C:8]=2[CH:9]=[CH:10][CH:11]=[CH:12]4)=[CH:16][CH:17]=[CH:18][CH:19]=3)[CH:6]=[CH:5][CH:4]=[CH:3][CH:2]=1 |f:2.3.4|. Procedure: An amount of 2.46 g (8.26 mmol) of 10-phenylanthracene-9-boronic acid synthesized in the same manner as in Exemplary Synthesis 2, 9.75 g (41.3 mmol) of p-dibromobenzene, and 250 mg of tetrakis triphenylphosphine palladium as catalysis were dissolved in a mixed solvent of 60 ml of toluene and 15 ml of ethanol. Then, 30 ml of 2M sodium carbonate solution was added and allowed to react at 90° C. for 12 hours. After the reaction was completed, the organic layer was separated and purified by column c...